This data is from the Open Reaction Database (ORD), a public repository of structured organic reaction records. The task is: describe an organic reaction: reactants, conditions, products, and yield The reactants are C(C=C)OC1=C(C(=O)OC)C=CC(=C1)Cl (methyl 2-allyloxy-4-chlorobenzoate), CN(C1=CC=CC=C1)C (N,N-dimethylaniline). The product is ClC1=C(C(=C(C(=O)OC)C=C1)O)CC=C (methyl 4-chloro-2-hydroxy-3-(2-propenyl)benzoate). Yield: 71.1%. Reaction SMILES: C([O:4][C:5]1[CH:14]=[C:13]([Cl:15])[CH:12]=[CH:11][C:6]=1[C:7]([O:9][CH3:10])=[O:8])C=C.CN(C)[C:18]1[CH:23]=CC=C[CH:19]=1>>[Cl:15][C:13]1[CH:12]=[CH:11][C:6]([C:7]([O:9][CH3:10])=[O:8])=[C:5]([OH:4])[C:14]=1[CH2:23][CH:18]=[CH2:19]. Procedure details: A solution of methyl 2-allyloxy-4-chlorobenzoate (3f) (50.6 g, 0.22 mol) in 100 ml of N,N-dimethylaniline was heated under argon in an oil bath at 190°-205° C. for 20 hours. The solvent was removed by distillation and the residue purified by column chromatography (silica gel, CH2Cl2 /hexane) to give 4f (36.0 g, 71.1% yield) as a very light oil. IR (nujol) 1665 (C=0) cm-1. NMR (CDCl3) δ 11.23 (s, 1H, OH), 7.47 (d, 1H, J=9 Hz, aromatic proton meta to Cl), 6.77 (d, 1H, aromatic proton alpha to Cl),... Starting materials: NC1=CC=C(CN2CCOCC2)C=C1 (4-(4-aminobenzyl)morpholine), C(C)(=O)O[BH-](OC(C)=O)OC(C)=O.[Na+] (sodium triacetoxyborohydride), 22, CN1CCC(CC1)=O (N-methyl-4-piperidone). Solvent: C(C)(=O)O (acetic acid). Reaction conditions: time 8 hour. Product: CN1CCC(CC1)NC1=CC=C(C=C1)CN1CCOCC1 (1-methyl-N-[4-(4-morpholinylmethyl)phenyl]-4-piperidinamine). As a reaction SMILES: [NH2:1][C:2]1[CH:14]=[CH:13][C:5]([CH2:6][N:7]2[CH2:12][CH2:11][O:10][CH2:9][CH2:8]2)=[CH:4][CH:3]=1.[CH3:15][N:16]1[CH2:21][CH2:20][C:19](=O)[CH2:18][CH2:17]1.C(O[BH-](OC(=O)C)OC(=O)C)(=O)C.[Na+]>C(O)(=O)C>[CH3:15][N:16]1[CH2:21][CH2:20][CH:19]([NH:1][C:2]2[CH:14]=[CH:13][C:5]([CH2:6][N:7]3[CH2:12][CH2:11][O:10][CH2:9][CH2:8]3)=[CH:4][CH:3]=2)[CH2:18][CH2:17]1 |f:2.3|. Reported procedure: A flask containing 4-(4-aminobenzyl)morpholine from Preparation No. 22 (0.48 g) is treated with tetrhydrofuran (10 mL) and N-methyl-4-piperidone (0.37 mL) under an argon atmosphere. The solution is treated with acetic acid (0.20 mL) followed by sodium triacetoxyborohydride (0.80 g). After stirring overnight, the mixture is partitioned between diethyl ether and saturated aqueous sodium bicarbonate containing sodium hyroxide. The aqueous is back-extracted with additional portions of dichloromethan... Starting materials: N1C(=O)C(=O)C2=CC=CN=C12 (7-aza isatin), compound 134a, Cl.FCCON (O-(2-Fluoro-ethyl)-hydroxylamine hydrochloride). Solvent: CS(=O)C (DMSO). Conditions: time 1 hour. Product: FCCON=C1C(NC2=NC=CC=C21)=O (1H-Pyrrolo[2,3-b]pyridine-2,3-dione 3-[O-(2-fluoro-ethyl)-oxime]). Isolated yield 93.0%. Reaction SMILES: [NH:1]1[C:11]2[C:6](=[CH:7][CH:8]=[CH:9][N:10]=2)[C:4](=O)[C:2]1=[O:3].Cl.[F:13][CH2:14][CH2:15][O:16][NH2:17]>CS(C)=O>[F:13][CH2:14][CH2:15][O:16][N:17]=[C:4]1[C:6]2[C:11](=[N:10][CH:9]=[CH:8][CH:7]=2)[NH:1][C:2]1=[O:3] |f:1.2|. Reported procedure: A solution of compound 134a (300 mg, 1.03 mmol) in DMSO (25 mL) was heated at 95° C. at 15 torr for 6.5 hours. The solution containing the corresponding 7-aza isatin was cooled to room temperature, followed by the addition O-(2-Fluoro-ethyl)-hydroxylamine hydrochloride (131 mg, 1.13 mmol). After stirring for 1 hour at room temperature the mixture was quenched with water and extracted with ethyl acetate (6×25 mL). The combined organic phases were washed with brine and dried over MgSO4. The solven... Reactants: OC1=NC2=CC=CC=C2C=C1 (hyroxyquinoline), BrCCCBr (1,3-dibromopropane), CC(C)(C)[O-].[K+] (t-BuOK). Yields the product BrCCCOC1=C2C=CC=NC2=CC=C1 (5-(3-bromopropoxy)quinoline). Reaction SMILES: O[C:2]1[CH:11]=[CH:10][C:9]2[C:4](=[CH:5][CH:6]=[CH:7][CH:8]=2)[N:3]=1.[Br:12][CH2:13][CH2:14][CH2:15]Br.CC([O-:21])(C)C.[K+]>>[Br:12][CH2:13][CH2:14][CH2:15][O:21][C:8]1[CH:7]=[CH:6][CH:5]=[C:4]2[C:9]=1[CH:10]=[CH:11][CH:2]=[N:3]2 |f:2.3|. Procedure: Following the same procedure as in Example 1-(a), reaction and treatment were carried out using 1.0 g of -hyroxyquinoline, 2.1 g of 1,3-dibromopropane and 0.78 g of t-BuOK as a base, in order to obtain 0.65 g of 5-(3-bromopropoxy)quinoline. Reactants: BrC1=CC=2N=CNC(C2N=C1)=O (7-bromopyrido[3,2-d]pyrimidin-4(3H)-one), BrCCOC (1-bromo-2-methoxyethane), C(=O)([O-])[O-].[K+].[K+] (K2CO3). The solvent is CC(=O)C (acetone), CN(C)C=O (DMF), O (H2O). Product: BrC1=CC=2N=CN(C(C2N=C1)=O)CCOC (7-bromo-3-(2-methoxyethyl)pyrido[3,2-d]pyrimidin-4(3H)-one). RXN SMILES: [Br:1][C:2]1[CH:11]=[N:10][C:9]2[C:8](=[O:12])[NH:7][CH:6]=[N:5][C:4]=2[CH:3]=1.Br[CH2:14][CH2:15][O:16][CH3:17].C([O-])([O-])=O.[K+].[K+]>CC(C)=O.CN(C=O)C.O>[Br:1][C:2]1[CH:11]=[N:10][C:9]2[C:8](=[O:12])[N:7]([CH2:14][CH2:15][O:16][CH3:17])[CH:6]=[N:5][C:4]=2[CH:3]=1 |f:2.3.4|. Procedure: A solution of 7-bromopyrido[3,2-d]pyrimidin-4(3H)-one (200 mg, 0.89 mmol), 1-bromo-2-methoxyethane (148 mg, 1.06 mmol) and K2CO3 (184 mg, 1.3 mmol) in acetone (10 mL) and DMF (3 mL) was stirred at room temperature for 4 h. Then the mixture was diluted with H2O (50 mL) and extracted with ethyl acetate (3×50 mL), the combined organic layers were washed with brine, dried over Na2SO4. After filtration and concentration, the residue was purified by silica gel chromatography to give the desired produc... Starting materials: CN(CCCN)CCC(C1=NC=CC=C1)C1=CC=CC=C1 (N-methyl-N-[3-phenyl-3-(2-pyridyl)propyl]-1,3-propanediamine), C(=O)(N1C=NC=C1)N1C=NC=C1 (1,1'-carbonyldiimidazole), N1(CCCCC1)CC=1C=C(OCCCN)C=CC1 (3-[3-(piperidinomethyl)phenoxy]propaneamine). Run in C(C)(=O)OCC.CO (ethyl acetate methanol). Product: C1(=CC=CC=C1)C(CCN(C)CCCNC(=O)NCCCOC1=CC(=CC=C1)CN1CCCCC1)C1=NC=CC=C1 (N-[3-[N-[3-phenyl-3-(2-pyridyl)propyl]-N-methylamino]propyl]-N'-[3-[3-(piperidinomethyl)phenoxy]propyl]urea). RXN SMILES: [CH3:1][N:2]([CH2:7][CH2:8][CH:9]([C:16]1[CH:21]=[CH:20][CH:19]=[CH:18][CH:17]=1)[C:10]1[CH:15]=[CH:14][CH:13]=[CH:12][N:11]=1)[CH2:3][CH2:4][CH2:5][NH2:6].[C:22](N1C=CN=C1)(N1C=CN=C1)=[O:23].[N:34]1([CH2:40][C:41]2[CH:42]=[C:43]([CH:49]=[CH:50][CH:51]=2)[O:44][CH2:45][CH2:46][CH2:47][NH2:48])[CH2:39][CH2:38][CH2:37][CH2:36][CH2:35]1>C(OCC)(=O)C.CO>[C:16]1([CH:9]([C:10]2[CH:15]=[CH:14][CH:13]=[CH:12][N:11]=2)[CH2:8][CH2:7][N:2]([CH2:3][CH2:4][CH2:5][NH:6][C:22]([NH:48][CH2:47][CH2:46][CH2:45][O:44][C:43]2[CH:49]=[CH:50][CH:51]=[C:41]([CH2:40][N:34]3[CH2:39][CH2:38][CH2:37][CH2:36][CH2:35]3)[CH:42]=2)=[O:23])[CH3:1])[CH:21]=[CH:20][CH:19]=[CH:18][CH:17]=1 |f:3.4|. Reported procedure: Preparation is effected analogously to Example 63, using 0.74 g (2.6 mmol) of N-methyl-N-[3-phenyl-3-(2-pyridyl)propyl]-1,3-propanediamine, an equimolar amount of 1,1'-carbonyldiimidazole and 0.65 g (2.6 mmol) of 3-[3-(piperidinomethyl)phenoxy]propaneamine as starting materials. Working up by chromatography (eluant: ethyl acetate/methanol 9+1) analogously to Example 63 yields the purified title compound in the form of an oil; MS (+FAB method): m/z (rel. int.[%])=558 ([M+H]+, 11), 196 (100); IR (... Reactants: COc1ccc(-c2ccc(C#N)cc2)cc1, Cl, c1ccncc1. Product: N#Cc1ccc(-c2ccc(O)cc2)cc1. Reaction SMILES: [CH3:1][O:2][c:3]1[cH:4][cH:5][c:6](-[c:9]2[cH:10][cH:11][c:12]([C:13]#[N:14])[cH:15][cH:16]2)[cH:7][cH:8]1.[ClH:17].[cH:18]1[cH:19][cH:20][n:21][cH:22][cH:23]1>>[OH:2][c:3]1[cH:4][cH:5][c:6](-[c:9]2[cH:10][cH:11][c:12]([C:13]#[N:14])[cH:15][cH:16]2)[cH:7][cH:8]1.